From a dataset of the Open Reaction Database (ORD), a public repository of structured organic reaction records. describe an organic reaction: reactants, conditions, products, and yield Starting materials: CCCCCCCCCc1ccc(O)cc1, Cc1ccccc1, C[O-], CC(=O)O, CO, C[O-], [Mg+2], [Mg], O=S(=O)(O)O, c1ccncc1. The product is CCCCCCCCCc1ccc(O)c(C=O)c1. Reaction SMILES: [CH2:7]([CH2:8][CH2:9][CH2:10][CH2:11][CH2:12][CH2:13][CH2:14][CH3:15])[c:16]1[cH:17][cH:18][c:19]([OH:22])[cH:20][cH:21]1.[CH3:28][c:29]1[cH:30][cH:31][cH:32][cH:33][cH:34]1.[CH3:2][O-:3].[CH3:41][C:42](=[O:43])[OH:44].[CH3:45][OH:46].[CH3:5][O-:6].[Mg+2:4].[Mg:1].[S:23](=[O:24])(=[O:25])([OH:26])[OH:27].[cH:35]1[cH:36][cH:37][n:38][cH:39][cH:40]1>>[CH:2](=[O:3])[c:18]1[cH:17][c:16]([CH2:7][CH2:8][CH2:9][CH2:10][CH2:11][CH2:12][CH2:13][CH2:14][CH3:15])[cH:21][cH:20][c:19]1[OH:22].